Dataset: the Open Reaction Database (ORD), a public repository of structured organic reaction records. Task: describe an organic reaction: reactants, conditions, products, and yield Starting materials: ice, C[C@H]1C[C@]2([C@]([C@H]3[C@@H](O2)C[C@@H]4[C@@]3(C[C@@H]([C@H]5[C@H]4CC[C@@H]6[C@@]5(CC[C@H](C6)O)C)O)C)(C)O)OC1(C)C (hippuristanol). Solvent: N1=CC=CC=C1 (pyridine), O=[Cr]([O-])(O[Cr](=O)([O-])=O)=O.[NH+]1=CC=CC=C1.[NH+]2=CC=CC=C2 (Cornforth reagent), CCOCC (ether). Run at time 30 minute. The product is C[C@H]1C[C@]2([C@]([C@H]3[C@@H](O2)C[C@@H]4[C@@]3(CC(=O)[C@H]5[C@H]4CC[C@@H]6[C@@]5(CC[C@H](C6)O)C)C)(C)O)OC1(C)C (hippuristanol 11-one), C[C@H]1C[C@]2([C@]([C@H]3[C@@H](O2)C[C@@H]4[C@@]3(CC(=O)[C@H]5[C@H]4CC[C@@H]6[C@@]5(CCC(=O)C6)C)C)(C)O)OC1(C)C (hippuristanol 3,11-dione). Yield: 56.0%. As a reaction SMILES: [CH3:1][C@@H:2]1[C:31]([CH3:33])([CH3:32])[O:30][C@:4]2([O:8][C@H:7]3[CH2:9][C@H:10]4[C@@H:15]5[CH2:16][CH2:17][C@H:18]6[CH2:23][C@H:22]([OH:24])[CH2:21][CH2:20][C@:19]6([CH3:25])[C@H:14]5[C@@H:13]([OH:26])[CH2:12][C@:11]4([CH3:27])[C@H:6]3[C@:5]2([OH:29])[CH3:28])[CH2:3]1>N1C=CC=CC=1.O=[Cr](=O)(O[Cr](=O)([O-])=O)[O-].[NH+]1C=CC=CC=1.[NH+]1C=CC=CC=1.CCOCC>[CH3:1][C@@H:2]1[C:31]([CH3:32])([CH3:33])[O:30][C@:4]2([O:8][C@H:7]3[CH2:9][C@H:10]4[C@@H:15]5[CH2:16][CH2:17][C@H:18]6[CH2:23][C@H:22]([OH:24])[CH2:21][CH2:20][C@:19]6([CH3:25])[C@H:14]5[C:13](=[O:26])[CH2:12][C@:11]4([CH3:27])[C@H:6]3[C@:5]2([OH:29])[CH3:28])[CH2:3]1.[CH3:1][C@@H:2]1[C:31]([CH3:32])([CH3:33])[O:30][C@:4]2([O:8][C@H:7]3[CH2:9][C@H:10]4[C@@H:15]5[CH2:16][CH2:17][C@H:18]6[CH2:23][C:22](=[O:24])[CH2:21][CH2:20][C@:19]6([CH3:25])[C@H:14]5[C:13](=[O:26])[CH2:12][C@:11]4([CH3:27])[C@H:6]3[C@:5]2([OH:29])[CH3:28])[CH2:3]1 |f:2.3.4|. Procedure: Oxidation of hippuristanol (1) to yield hippuristanol 11-one (4) and hippuristanol 3, 11-dione (5). To an ice-cooled solution of hippuristanol (1, 31.7 mg) in pyridine (0.5 mL), Cornforth reagent (0.7 mL) was added dropwise. The mixture was kept stirring for 30 min. in an ice bath, then 3 hr at RT. The mixture was taken up in ether and the suspension was filtered. The filtrate was washed with dilute hydrochloric acid, dried over Na2SO4, and concentrated. The resulting product was separated on si... The reactants are CCN(C(C)C)C(C)C (DIPEA), C1(=CC=CC=C1)P(=O)(C1=CC=CC=C1)N=[N+]=[N-] (diphenyl phosphoryl azide), ClC=1C=C(C(=O)O)C=C(C1CCC=1N(C(=CN1)C(C)(C)C1=CC(=C(C=C1)Cl)OC)C1=CC=C(C=C1)F)F (3-chloro-4-(2-(5-(2-(4-chloro-3-methoxyphenyl)propan-2-yl)-1-(4-fluorophenyl)-1H-imidazol-2-yl)ethyl)-5-fluorobenzoic acid), C(C)(C)(C)O (tert-butanol). The solvent is C1(=CC=CC=C1)C (toluene), CCOC(=O)C (EtOAc). Conditions: temperature 0 celsius, time 16 hour. Yields the product ClC=1C=C(C=C(C1CCC=1N(C(=CN1)C(C)(C)C1=CC(=C(C=C1)Cl)OC)C1=CC=C(C=C1)F)F)NC(OC(C)(C)C)=O (tert-butyl 3-chloro-4-(2-(5-(2-(4-chloro-3-methoxyphenyl)propan-2-yl)-1-(4-fluorophenyl)-1H-imidazol-2-yl)ethyl)-5-fluorophenylcarbamate). Reaction SMILES: [Cl:1][C:2]1[CH:3]=[C:4]([CH:8]=[C:9]([F:37])[C:10]=1[CH2:11][CH2:12][C:13]1[N:14]([C:30]2[CH:35]=[CH:34][C:33]([F:36])=[CH:32][CH:31]=2)[C:15]([C:18]([C:21]2[CH:26]=[CH:25][C:24]([Cl:27])=[C:23]([O:28][CH3:29])[CH:22]=2)([CH3:20])[CH3:19])=[CH:16][N:17]=1)C(O)=O.C1(P(N=[N+]=[N-])(C2C=CC=CC=2)=[O:45])C=CC=CC=1.CC[N:57]([CH:61](C)C)C(C)C.[C:64]([OH:68])([CH3:67])([CH3:66])[CH3:65]>C1(C)C=CC=CC=1.CCOC(C)=O>[Cl:1][C:2]1[CH:3]=[C:4]([NH:57][C:61](=[O:45])[O:68][C:64]([CH3:67])([CH3:66])[CH3:65])[CH:8]=[C:9]([F:37])[C:10]=1[CH2:11][CH2:12][C:13]1[N:14]([C:30]2[CH:35]=[CH:34][C:33]([F:36])=[CH:32][CH:31]=2)[C:15]([C:18]([C:21]2[CH:26]=[CH:25][C:24]([Cl:27])=[C:23]([O:28][CH3:29])[CH:22]=2)([CH3:19])[CH3:20])=[CH:16][N:17]=1. Procedure: To solution of 3-chloro-4-(2-(5-(2-(4-chloro-3-methoxyphenyl)propan-2-yl)-1-(4-fluorophenyl)-1H-imidazol-2-yl)ethyl)-5-fluorobenzoic acid (540 mg) in a mixture of toluene (5 mL) and tert-butanol (1.5 mL) cooled to 0° C. was added diphenyl phosphoryl azide (DPPA) (1.1 eq, 302 mg) followed by DIPEA (1.3 eq, 226 μL). During addition of base, the white slurry became a clear solution, which was heated at 80° C. After 16 h, complete conversion was observed by LC-MS. The reaction was diluted with EtOAc... Reactants: CC(C)(C)OC(=O)NN, ClCCCl, CCOC(C)=O, Cc1ccc(C(CCCCl)C(=O)O)cc1, CN(C)C=O, O, On1nnc2ccccc21. Yields the product Cc1ccc(C(CCCCl)C(=O)NNC(=O)OC(C)(C)C)cc1. RXN SMILES: [C:30]([NH:31][NH2:32])(=[O:33])[O:34][C:35]([CH3:36])([CH3:37])[CH3:38].[CH2:11]([Cl:12])[CH2:13][Cl:14].[CH3:45][CH2:46][O:47][C:48](=[O:49])[CH3:50].[Cl:15][CH2:16][CH2:17][CH2:18][CH:19]([C:20](=[O:21])[OH:22])[c:23]1[cH:24][cH:25][c:26]([CH3:29])[cH:27][cH:28]1.[O:39]=[CH:40][N:41]([CH3:42])[CH3:43].[OH2:44].[OH:1][n:2]1[c:3]2[c:4]([cH:5][cH:6][cH:7][cH:8]2)[n:9][n:10]1>>[Cl:15][CH2:16][CH2:17][CH2:18][CH:19]([C:20](=[O:22])[NH:32][NH:31][C:30](=[O:33])[O:34][C:35]([CH3:36])([CH3:37])[CH3:38])[c:23]1[cH:24][cH:25][c:26]([CH3:29])[cH:27][cH:28]1.